This data is from the Open Reaction Database (ORD), a public repository of structured organic reaction records. The task is: describe an organic reaction: reactants, conditions, products, and yield Reactants: BrCCO[Si](C)(C)C(C)(C)C ((2-bromoethoxy)-tert-butyldimethylsilane), O=C1CN(CCN1)C(=O)OC(C)(C)C (tert-butyl 3-oxopiperazine-1-carboxylate), [OH-].[K+] (potassium hydroxide). Reagents/catalysts: [Br-].C(CCC)[N+](CCCC)(CCCC)CCCC (tetrabutylammonium bromide). Run in O1CCCC1 (tetrahydrofuran), O1CCCC1 (tetrahydrofuran). Reaction conditions: time 4 hour. The product is [Si](C)(C)(C(C)(C)C)OCCN1C(CN(CC1)C(=O)OC(C)(C)C)=O (tert-butyl 4-(2-{[tert-butyl(dimethyl)silyl]oxy}ethyl)-3-oxopiperazine-1-carboxylate). Isolated yield 48.4%. As a reaction SMILES: Br[CH2:2][CH2:3][O:4][Si:5]([C:8]([CH3:11])([CH3:10])[CH3:9])([CH3:7])[CH3:6].[O:12]=[C:13]1[NH:18][CH2:17][CH2:16][N:15]([C:19]([O:21][C:22]([CH3:25])([CH3:24])[CH3:23])=[O:20])[CH2:14]1.[OH-].[K+]>O1CCCC1.[Br-].C([N+](CCCC)(CCCC)CCCC)CCC>[Si:5]([O:4][CH2:3][CH2:2][N:18]1[CH2:17][CH2:16][N:15]([C:19]([O:21][C:22]([CH3:24])([CH3:23])[CH3:25])=[O:20])[CH2:14][C:13]1=[O:12])([C:8]([CH3:11])([CH3:10])[CH3:9])([CH3:7])[CH3:6] |f:2.3,5.6|. Reported procedure: A solution of (2-bromoethoxy)-tert-butyldimethylsilane (4.71 g, 19.7 mmol) in tetrahydrofuran (20 ml) was added dropwise at room temperature to a stirred solution of tert-butyl 3-oxopiperazine-1-carboxylate (3.94 g, 19.7 mmol), powdered potassium hydroxide (1.32 g, 23.6 mmol) and tetrabutylammonium bromide (1.27 g, 3.94 mmol) in tetrahydrofuran (30 ml) and the resulting mixture was stirred for 4 hours. The mixture was filtered and then evaporated to leave a colourless viscous oil which was purif... The reactants are CN(C)C=O, O=c1[nH]c2ccc(Cl)cc2c(=O)o1, CI, [Na+], [Na+], O=C([O-])[O-], O. The product is Cn1c(=O)oc(=O)c2cc(Cl)ccc21. Reaction SMILES: [CH3:23][N:24]([CH3:25])[CH:26]=[O:27].[Cl:1][c:2]1[cH:3][cH:4][c:5]2[c:6]([c:7](=[O:8])[o:9][c:10](=[O:12])[nH:11]2)[cH:13]1.[I:20][CH3:21].[Na+:14].[Na+:15].[O-:16][C:17](=[O:18])[O-:19].[OH2:22]>>[Cl:1][c:2]1[cH:3][cH:4][c:5]2[c:6]([c:7](=[O:8])[o:9][c:10](=[O:12])[n:11]2[CH3:17])[cH:13]1. Starting materials: CC1(OCCC2=C1NC1=CC=CC=C21)CNC(C)=O (N-[(1,3,4,9-tetrahydro-1-methylpyrano[3,4-b]indol-1-yl)methyl]-acetamide), C(CC)C1(OCCC2=C1NC1=CC=CC=C21)CN (1-propyl-1,3,4,9-tetrahydropyrano[3,4-b]indole-1-methanamine), C1(=CC=CC=C1)COC=1C=C2C3=C(NC2=CC1)C(OCC3)(CN)C (6-phenylmethoxy-1,3,4,9-tetrahydro-1-methylpyrano[3,4-b]indole-1-methanamine), FC(C1=C2C3=C(NC2=CC=C1)C(OCC3)(C)C(C)N)(F)F (1-(5-trifluoromethyl-1,3,4,9-tetrahydro-1-methylpyrano[3,4-b]indol-1-yl)-ethanamine), α-(1-butyl-1,3,4,9-tetrahydropyrano[3,4-b]indole-1-yl)-benzeneethanamine,1-(6-chloro-1,3,4,9-tetrahydro-1-methylpyrano[3,4-b]indol-1-yl)-ethanamine,1-(6-nitro-1,3,4,9-tetrahydro-1-methylpyrano[3,4-b]indol-1-yl)ethanamine, C(C)C=1C=CC=C2C3=C(NC12)C(OCC3)(CN)C (8-ethyl-1,3,4,9-tetrahydro-1-methylpyrano[3,4-b]indole-1-methanamine), COC1=CC=C2C3=C(NC2=C1)C(OCC3)(CN)C (7-methoxy-1,3,4,9-tetrahydro-1-methylpyrano[3,4-b]indole-1-methanamine), 1-(1-ethyl-1,3,4,9-tetrahydropyrano[3,4-b]indol-1-yl)propanamine,α-(1-ethyl-1,3,4,9-tetrahydropyrano[3,4-b]indol-1-yl)-benzenemethanamine. Product: CC1(OCCC2=C1NC1=CC=CC=C21)CN (1,3,4,9-Tetrahydro-1-methylpyrano[3,4-b]indole-1-methanamine). RXN SMILES: [CH3:1][C:2]1([CH2:15][NH:16]C(=O)C)[C:7]2[NH:8][C:9]3[C:14]([C:6]=2[CH2:5][CH2:4][O:3]1)=[CH:13][CH:12]=[CH:11][CH:10]=3.C(C1C=CC=C2C=1NC1C(C)(CN)OCCC2=1)C.COC1C=C2C(C3CCOC(C)(CN)C=3N2)=CC=1.C1(COC2C=C3C(=CC=2)NC2C(C)(CN)OCCC3=2)C=CC=CC=1.C(C1(CN)C2NC3C(C=2CCO1)=CC=CC=3)CC.FC(F)(F)C1C=CC=C2C=1C1CCOC(C(N)C)(C)C=1N2>>[CH3:1][C:2]1([CH2:15][NH2:16])[C:7]2[NH:8][C:9]3[C:14]([C:6]=2[CH2:5][CH2:4][O:3]1)=[CH:13][CH:12]=[CH:11][CH:10]=3. Procedure: In the same manner but replacing N-[(1,3,4,9-tetrahydro-1-methylpyrano[3,4-b]indol-1-yl)methyl]-acetamide with an equivalent amount of another compound of formula IIa described in Examples 1 and 2, the following compounds of formula V are obtained: respectively: 8-ethyl-1,3,4,9-tetrahydro-1-methylpyrano[3,4-b]indole-1-methanamine, 7-methoxy-1,3,4,9-tetrahydro-1-methylpyrano[3,4-b]indole-1-methanamine, 6-phenylmethoxy-1,3,4,9-tetrahydro-1-methylpyrano[3,4-b]indole-1-methanamine, 1-propyl-1,3,4,9-... The reactants are BrC=1C=C2N(N=CC(=C2N[C@@H]2CN(C[C@@H]2OC)C2=NC=C(C=N2)C#N)C(=O)N)C1 (6-bromo-4-(((3R,4S)-1-(5-cyanopyrimidin-2-yl)-4-methoxypyrrolidin-3-yl)amino)pyrrolo[1,2-b]pyridazine-3-carboxamide), 1,1′-[bis(diphenylphosphino)ferrocene]-dicholorpalladium, C1(CC1)NC(=O)C1=CC=C(C=C1)B(O)O ([4-(cyclopropylcarbamoyl)phenyl]-boronic acid), P(=O)([O-])([O-])[O-].[K+].[K+].[K+] (potassium phosphate). Run in O1CCOCC1 (1,4-dioxane). Conditions: temperature 140 celsius, time 25 minute. The product is C(#N)C=1C=NC(=NC1)N1C[C@H]([C@H](C1)OC)NC=1C=2N(N=CC1C(=O)N)C=C(C2)C2=CC=C(C=C2)C(NC2CC2)=O (4-((3R,4S)-1-(5-cyanopyrimidin-2-yl)-4-methoxypyrrolidin-3-ylamino)-6-(4-(cyclopropylcarbamoyl)phenyl)pyrrolo[1,2-b]pyridazine-3-carboxamide). Isolated yield 35.5%. RXN SMILES: Br[C:2]1[CH:3]=[C:4]2[C:9]([NH:10][C@H:11]3[C@@H:15]([O:16][CH3:17])[CH2:14][N:13]([C:18]4[N:23]=[CH:22][C:21]([C:24]#[N:25])=[CH:20][N:19]=4)[CH2:12]3)=[C:8]([C:26]([NH2:28])=[O:27])[CH:7]=[N:6][N:5]2[CH:29]=1.[CH:30]1([NH:33][C:34]([C:36]2[CH:41]=[CH:40][C:39](B(O)O)=[CH:38][CH:37]=2)=[O:35])[CH2:32][CH2:31]1.P([O-])([O-])([O-])=O.[K+].[K+].[K+]>O1CCOCC1>[C:24]([C:21]1[CH:20]=[N:19][C:18]([N:13]2[CH2:14][C@H:15]([O:16][CH3:17])[C@H:11]([NH:10][C:9]3[C:4]4[N:5]([CH:29]=[C:2]([C:39]5[CH:38]=[CH:37][C:36]([C:34](=[O:35])[NH:33][CH:30]6[CH2:32][CH2:31]6)=[CH:41][CH:40]=5)[CH:3]=4)[N:6]=[CH:7][C:8]=3[C:26]([NH2:28])=[O:27])[CH2:12]2)=[N:23][CH:22]=1)#[N:25] |f:2.3.4.5|. Procedure: A solution of 6-bromo-4-(((3R,4S)-1-(5-cyanopyrimidin-2-yl)-4-methoxypyrrolidin-3-yl)amino)pyrrolo[1,2-b]pyridazine-3-carboxamide (10 mg, 0.022 mmol) in 1,4-dioxane (0.5 mL), was added [1,1′-[bis(diphenylphosphino)ferrocene]-dicholorpalladium (II) (1.601 mg, 2.187 μmol), [4-(cyclopropylcarbamoyl)phenyl]-boronic acid (6.73 mg, 0.033 mmol) and potassium phosphate (2M, 0.033 mL, 0.066 mmol). The reaction vial was purged with nitrogen, sealed and heated at 140° C. for 1 h. The crude material was pur... As a reaction SMILES: [Cl:1][C:2]1[CH:3]=[C:4]([C:9]([C:12]2[CH:17]=[C:16]([Cl:18])[CH:15]=[C:14]([Cl:19])[CH:13]=2)(Cl)Cl)[CH:5]=[C:6]([Cl:8])[CH:7]=1.[OH:20][C:21]1[CH:22]=[C:23]([CH:29]=[CH:30][C:31]=1[OH:32])[C:24]([O:26][CH2:27][CH3:28])=[O:25]>>[CH2:27]([O:26][C:24]([C:23]1[CH:29]=[CH:30][C:31]2[O:32][C:9]([C:12]3[CH:17]=[C:16]([Cl:18])[CH:15]=[C:14]([Cl:19])[CH:13]=3)([C:4]3[CH:3]=[C:2]([Cl:1])[CH:7]=[C:6]([Cl:8])[CH:5]=3)[O:20][C:21]=2[CH:22]=1)=[O:25])[CH3:28]. The product is C(C)OC(=O)C1=CC2=C(OC(O2)(C2=CC(=CC(=C2)Cl)Cl)C2=CC(=CC(=C2)Cl)Cl)C=C1 (2,2-bis-(3,5-dichloro-phenyl)-benzo[1,3]dioxole-5-carboxylic acid ethyl ester). Starting materials: ClC=1C=C(C=C(C1)Cl)C(Cl)(Cl)C1=CC(=CC(=C1)Cl)Cl (bis-(3,5-dichlorophenyl)dichloromethane), OC=1C=C(C(=O)OCC)C=CC1O (ethyl 3,4-dihydroxybenzoate). Procedure details: This compound was prepared from bis-(3,5-dichlorophenyl)dichloromethane and ethyl 3,4-dihydroxybenzoate according to Example 269d; light red solid, m.p.: 89° C.; MS: m/e=484 ([M]+). Starting materials: C(C)(C)(C)OC(NCC1CCNCC1)=O (Piperidin-4-ylmethyl-carbamic acid tert-butyl ester), FeSO4, C(C)(=O)OCC (ethyl acetate), C([O-])([O-])=O.[K+].[K+] (potassium carbonate), BrCC#N (bromoacetonitrile), solution. Run in C(C)#N (acetonitrile). Reaction conditions: time 3 hour. The product is C(C)(C)(C)OC(NCC1CCN(CC1)C#N)=O ((1-Cyano-piperidin-4-ylmethyl)-carbamic acid tert-butyl ester). RXN SMILES: [C:1]([O:5][C:6](=[O:15])[NH:7][CH2:8][CH:9]1[CH2:14][CH2:13][NH:12][CH2:11][CH2:10]1)([CH3:4])([CH3:3])[CH3:2].C(=O)([O-])[O-].[K+].[K+].BrC[C:24]#[N:25].C(OCC)(=O)C>C(#N)C>[C:1]([O:5][C:6](=[O:15])[NH:7][CH2:8][CH:9]1[CH2:10][CH2:11][N:12]([C:24]#[N:25])[CH2:13][CH2:14]1)([CH3:4])([CH3:2])[CH3:3] |f:1.2.3|. Procedure details: Piperidin-4-ylmethyl-carbamic acid tert-butyl ester (4 g, 18.66 mmol) was suspended in 120 ml of acetonitrile. Dried potassium carbonate (2.837 g, 20.53 mmol) was added. A solution of bromoacetonitrile in (3.72 ml, 5 mmolar solution, 18.66 mmol) was added (argon atmosphere) and the mixture was stirred for 3 hours. After addition of aqueous FeSO4 solution and ethyl acetate, the separated solid was filtered and the organic layer separated, dried and evaporated. Reactants: C(C)(=O)O[C@H]1C(N(C(C1)=O)[C@H]1[C@@H](CCCC1)OCCC1=CC(=C(C=C1)OC)OCC1=CC=CC=C1)=O ((1R, 2R)-1-{2-[2-(3-Benzyloxy-4-methoxy-phenyl)ethoxy]cyclohexyl}-2,5-dioxopyrrolidin-3-(R)-yl acetate), Cl (HCl). Run in C1CCOC1 (THF). Conditions: temperature 0 celsius. Yields the product C(C1=CC=CC=C1)OC=1C=C(C=CC1OC)CCO[C@H]1[C@@H](CCCC1)N1C[C@@H](CC1)O ((3R)-1-[(1R,2R)-2-[2-(3-benzyloxy-4-methoxy-phenyl)ethoxy]cyclohexyl]-3-pyrrolidinol). The yield is 97.0%. RXN SMILES: C([O:4][C@@H:5]1[CH2:9][C:8](=O)[N:7]([C@@H:11]2[CH2:16][CH2:15][CH2:14][CH2:13][C@H:12]2[O:17][CH2:18][CH2:19][C:20]2[CH:25]=[CH:24][C:23]([O:26][CH3:27])=[C:22]([O:28][CH2:29][C:30]3[CH:35]=[CH:34][CH:33]=[CH:32][CH:31]=3)[CH:21]=2)[C:6]1=O)(=O)C.Cl>C1COCC1>[CH2:29]([O:28][C:22]1[CH:21]=[C:20]([CH2:19][CH2:18][O:17][C@@H:12]2[CH2:13][CH2:14][CH2:15][CH2:16][C@H:11]2[N:7]2[CH2:8][CH2:9][C@@H:5]([OH:4])[CH2:6]2)[CH:25]=[CH:24][C:23]=1[O:26][CH3:27])[C:30]1[CH:31]=[CH:32][CH:33]=[CH:34][CH:35]=1. Procedure: To a solution of (1R, 2R)-1-{2-[2-(3-Benzyloxy-4-methoxy-phenyl)ethoxy]cyclohexyl}-2,5-dioxopyrrolidin-3-(R)-yl acetate (42.0 g, 84.8 mmol) in anhydrous THF (300 mL) at 0° C. was added borane-THF complex solution (1.0 M, 297 mL, 3.5 mol equivalents) under N2 via an addition funnel over a period of 60 minutes. The reaction mixture was heated to reflux for 60 minutes. The reaction mixture was cooled to 0° C. and quenched slowly by addition of methanol (˜15 mL). The reaction mixture was concentrate...